The task is: describe an organic reaction: reactants, conditions, products, and yield. This data is from the Open Reaction Database (ORD), a public repository of structured organic reaction records. The reactants are BrC1=C(C=O)C=CC=C1 (2-bromobenzaldehyde), C(C1=CC=CC=C1)OC(CN)=O (glycine benzyl ester), C(C)(=O)O[BH-](OC(C)=O)OC(C)=O.[Na+] (sodium triacetoxyborohydride), C(C)(=O)O (acetic acid). The solvent is ClCCl (dichloromethane). Conditions: time 8 hour. Yields the product BrC1=C(C=CC=C1)CNCC(=O)OCC1=CC=CC=C1 (Benzyl 2-(N-(2-bromophenylmethyl)amino)acetate). RXN SMILES: [Br:1][C:2]1[CH:9]=[CH:8][CH:7]=[CH:6][C:3]=1[CH:4]=O.[CH2:10]([O:17][C:18](=[O:21])[CH2:19][NH2:20])[C:11]1[CH:16]=[CH:15][CH:14]=[CH:13][CH:12]=1.C(O[BH-](OC(=O)C)OC(=O)C)(=O)C.[Na+].C(O)(=O)C>ClCCl>[Br:1][C:2]1[CH:9]=[CH:8][CH:7]=[CH:6][C:3]=1[CH2:4][NH:20][CH2:19][C:18]([O:17][CH2:10][C:11]1[CH:16]=[CH:15][CH:14]=[CH:13][CH:12]=1)=[O:21] |f:2.3|. Reported procedure: To a stirring solution of 2-bromobenzaldehyde in dichloromethane (0.2 M) was added glycine benzyl ester (1.2 eq), sodium triacetoxyborohydride (2 eq) and acetic acid (4 eq). After stirring overnight, the solution was washed with 10% sodium carbonate, dried over magnesium sulfate, filtered and concentrated in vacuo. The residue was chromatographed (silica; 30%-40% EtOAc/Hexanes) to afford a pale yellow oil. EI-MS m/z 334, 336 (M+H)+